From a dataset of the Open Reaction Database (ORD), a public repository of structured organic reaction records. describe an organic reaction: reactants, conditions, products, and yield Reactants: NS(=O)(=O)c1ccccc1-c1ccc(Cn2c(-c3ccccc3)nc(Cl)c2C=O)c(Cl)c1, [K+], [K+], [Na+], O=C([O-])[O-], O=C([O-])O, CN(C)C=O, Oc1ccccc1. Yields the product NS(=O)(=O)c1ccccc1-c1ccc(Cn2c(-c3ccccc3)nc(Oc3ccccc3)c2C=O)c(Cl)c1. RXN SMILES: [Cl:1][c:2]1[cH:3][c:4](-[c:23]2[c:24]([S:29](=[O:30])(=[O:31])[NH2:32])[cH:25][cH:26][cH:27][cH:28]2)[cH:5][cH:6][c:7]1[CH2:8][n:9]1[c:10](-[c:17]2[cH:18][cH:19][cH:20][cH:21][cH:22]2)[n:11][c:12]([Cl:16])[c:13]1[CH:14]=[O:15].[K+:40].[K+:41].[Na+:50].[O-:42][C:43]([O-:44])=[O:45].[O-:46][C:47]([OH:48])=[O:49].[O:51]=[CH:52][N:53]([CH3:54])[CH3:55].[OH:33][c:34]1[cH:35][cH:36][cH:37][cH:38][cH:39]1>>[Cl:1][c:2]1[cH:3][c:4](-[c:23]2[c:24]([S:29](=[O:30])(=[O:31])[NH2:32])[cH:25][cH:26][cH:27][cH:28]2)[cH:5][cH:6][c:7]1[CH2:8][n:9]1[c:10](-[c:17]2[cH:18][cH:19][cH:20][cH:21][cH:22]2)[n:11][c:12]([O:33][c:34]2[cH:35][cH:36][cH:37][cH:38][cH:39]2)[c:13]1[CH:14]=[O:15]. Starting materials: C(=O)NC1=CC=C(C=2CCCCC12)O (4-Formamido-5,6,7,8-tetrahydro-1-naphthol), CN=C=O (methyl isocyanate). The reagents and catalysts are C(C)N(CC)CC (Triethylamine). Run in CC(=O)C (acetone). The product is CNC(OC1=CC=C(C=2CCCCC12)NC=O)=O (4-formamido-5,6,7,8-tetrahydro-1-naphthyl N-methylcarbamate). Yield: 87.0%. As a reaction SMILES: [CH:1]([NH:3][C:4]1[C:13]2[CH2:12][CH2:11][CH2:10][CH2:9][C:8]=2[C:7]([OH:14])=[CH:6][CH:5]=1)=[O:2].[CH3:15][N:16]=[C:17]=[O:18]>CC(C)=O.C(N(CC)CC)C>[CH3:15][NH:16][C:17](=[O:18])[O:14][C:7]1[C:8]2[CH2:9][CH2:10][CH2:11][CH2:12][C:13]=2[C:4]([NH:3][CH:1]=[O:2])=[CH:5][CH:6]=1. Procedure: 4-Formamido-5,6,7,8-tetrahydro-1-naphthol was dissolved in anhydrous acetone and allowed to react with an excess of methyl isocyanate in a pressure bottle at room temperature for 2 days. Triethylamine was used as a catalyst. The solvent was stripped from the product under reduced pressure and the solid residue washed thoroughly with isopropyl ether. There was obtained 4-formamido-5,6,7,8-tetrahydro-1-naphthyl N-methylcarbamate, m.p. 165°-166°, in 87% yield.